From a dataset of the Open Reaction Database (ORD), a public repository of structured organic reaction records. describe an organic reaction: reactants, conditions, products, and yield The reactants are CC=1C=C(C=NC1)C1=NC=C(C(=C1)C(=O)[O-])C=1SC=CN1.[K+] (Potassium 5′-methyl-5-(1,3-thiazol-2-yl)-2,3′-bipyridine-4-carboxylate), ON1N=NC2=C1N=CC=C2 (1-hydroxy-7-azabenzotriazole), C(C)(C)N(CC)C(C)C (diisopropylethylamine), COC1=NC(=CC=C1OC)CN (2,3-dimethoxy-6-aminomethylpyridine), C(CCl)Cl (EDC). Run in CN(C)C=O (DMF). Conditions: temperature 65 celsius. The product is COC=1C=CC(=NC1OC)CNC(=O)C1=CC(=NC=C1C=1SC=CN1)C=1C=NC=C(C1)C (N-[(5,6-Dimethoxypyridin-2-yl)methyl]-5′-methyl-5-(1,3-thiazol-2-yl)-2,3′-bipyridine-4-carboxamide). Yield: 74.7%. RXN SMILES: [CH3:1][C:2]1[CH:3]=[C:4]([C:8]2[CH:13]=[C:12]([C:14]([O-:16])=O)[C:11]([C:17]3[S:18][CH:19]=[CH:20][N:21]=3)=[CH:10][N:9]=2)[CH:5]=[N:6][CH:7]=1.[K+].[CH3:23][O:24][C:25]1[C:30]([O:31][CH3:32])=[CH:29][CH:28]=[C:27]([CH2:33][NH2:34])[N:26]=1.C(Cl)CCl.ON1C2N=CC=CC=2N=N1.C(N(C(C)C)CC)(C)C>CN(C=O)C>[CH3:32][O:31][C:30]1[CH:29]=[CH:28][C:27]([CH2:33][NH:34][C:14]([C:12]2[C:11]([C:17]3[S:18][CH:19]=[CH:20][N:21]=3)=[CH:10][N:9]=[C:8]([C:4]3[CH:5]=[N:6][CH:7]=[C:2]([CH3:1])[CH:3]=3)[CH:13]=2)=[O:16])=[N:26][C:25]=1[O:24][CH3:23] |f:0.1|. Procedure details: Potassium 5′-methyl-5-(1,3-thiazol-2-yl)-2,3′-bipyridine-4-carboxylate (7-4, 980 mg, 2.9 mmol, 1 equiv), 1-(5,6-dimethoxypyridin-2-yl)methanamine (3-6, 490 mg, 2.9 mmol, 1 equiv), EDC (670 mg, 3.5 mmol, 1.2 equiv), 1-hydroxy-7-azabenzotriazole (480 mg, 3.5 mmol, 1.2 equiv) and diisopropylethylamine (2.0 mL, 12 mmol, 4 equiv) were suspended in DMF (14.6 mL) and the reaction mixture was heated for 2 hours at 65° C. The reaction mixture was then partitioned between DCM (50 mL) and water (50 mL). Th... The reactants are N([C@@H]([C@H](O)C)C(=O)N1[C@H](C(=O)N[C@@H](CCCNC(N[N+](=O)[O-])=N)C(=O)OCC2=CC=CC=C2)CCC1)C(=O)OC(C)(C)C (Boc-Thr-Pro-Arg(NO2)-OBzl), Cl.CCOC(=O)C (HCl AcOEt), N([C@@H](CC(N)=O)C(=O)O)C(=O)OCC1=CC=CC=C1 (Z-Asn-OH), C=1C=CC2=C(C1)N=NN2O (HOBt), C1CCC(CC1)N=C=NC2CCCCC2 (DCC). Product: N([C@@H](CC(N)=O)C(=O)N[C@@H]([C@H](O)C)C(=O)N1[C@H](C(=O)N[C@@H](CCCNC(N[N+](=O)[O-])=N)C(=O)OCC2=CC=CC=C2)CCC1)C(=O)OCC1=CC=CC=C1 (Z-Asn-Thr-Pro-Arg(NO2)-OBzl). As a reaction SMILES: [NH:1]([C:37](OC(C)(C)C)=[O:38])[C@H:2]([C:6]([N:8]1[CH2:36][CH2:35][CH2:34][C@H:9]1[C:10]([NH:12][C@H:13]([C:24]([O:26][CH2:27][C:28]1[CH:33]=[CH:32][CH:31]=[CH:30][CH:29]=1)=[O:25])[CH2:14][CH2:15][CH2:16][NH:17][C:18](=[NH:23])[NH:19][N+:20]([O-:22])=[O:21])=[O:11])=[O:7])[C@@H:3]([CH3:5])[OH:4].Cl.CCOC(C)=O.[NH:51]([C:60]([O:62][CH2:63][C:64]1[CH:69]=[CH:68][CH:67]=[CH:66][CH:65]=1)=[O:61])[C@H:52](C(O)=O)[CH2:53][C:54](=[O:56])[NH2:55].C1C=CC2N(O)N=NC=2C=1.C1CCC(N=C=NC2CCCCC2)CC1>>[NH:51]([C:60]([O:62][CH2:63][C:64]1[CH:65]=[CH:66][CH:67]=[CH:68][CH:69]=1)=[O:61])[C@H:52]([C:37]([NH:1][C@H:2]([C:6]([N:8]1[CH2:36][CH2:35][CH2:34][C@H:9]1[C:10]([NH:12][C@H:13]([C:24]([O:26][CH2:27][C:28]1[CH:29]=[CH:30][CH:31]=[CH:32][CH:33]=1)=[O:25])[CH2:14][CH2:15][CH2:16][NH:17][C:18](=[NH:23])[NH:19][N+:20]([O-:22])=[O:21])=[O:11])=[O:7])[C@@H:3]([CH3:5])[OH:4])=[O:38])[CH2:53][C:54](=[O:56])[NH2:55] |f:1.2|. Reported procedure: The desired compound was prepared from 3.0 g of Boc-Thr-Pro-Arg(NO2)-OBzl, 15 ml of 4N HCl-AcOEt, 1.2 g of Z-Asn-OH, 1.2 g of HOBt and 1.1 g of DCC in the same manner as in Example 7-(3). Starting materials: COc1ccc2ncc(=O)n(CC=O)c2n1, CO, ClCCl, CC(C)(C)OC(=O)NC1CCNCC1, [Na+], [Na+], O=S(=O)([O-])[O-]. The product is COc1ccc2ncc(=O)n(CCN3CCC(NC(=O)OC(C)(C)C)CC3)c2n1. RXN SMILES: [CH3:1][O:2][c:3]1[cH:4][cH:5][c:6]2[c:7]([n:8]([CH2:13][CH:14]=[O:15])[c:9](=[O:12])[cH:10][n:11]2)[n:16]1.[CH3:38][OH:39].[Cl:40][CH2:41][Cl:42].[NH:17]1[CH2:18][CH2:19][CH:20]([NH:23][C:24]([O:25][C:26]([CH3:27])([CH3:28])[CH3:29])=[O:30])[CH2:21][CH2:22]1.[Na+:31].[Na+:32].[O-:33][S:34]([O-:35])(=[O:36])=[O:37]>>[CH3:1][O:2][c:3]1[cH:4][cH:5][c:6]2[c:7]([n:8]([CH2:13][CH2:14][N:17]3[CH2:18][CH2:19][CH:20]([NH:23][C:24]([O:25][C:26]([CH3:27])([CH3:28])[CH3:29])=[O:30])[CH2:21][CH2:22]3)[c:9](=[O:12])[cH:10][n:11]2)[n:16]1. Starting materials: OCC(CCCC)=O (1-hydroxy-hexan-2-one), Cl[Si](CC)(CC)CC (chlorotriethylsilane), CN(C=O)C (dimethylformamide), N1C=NC=C1 (imidazole). Solvent: O (water). Product: C(C)[Si](OCC(CCCC)=O)(CC)CC (1-Triethylsilyloxy-hexan-2-one). RXN SMILES: [OH:1][CH2:2][C:3](=[O:8])[CH2:4][CH2:5][CH2:6][CH3:7].CN(C)C=O.N1C=CN=C1.Cl[Si:20]([CH2:25][CH3:26])([CH2:23][CH3:24])[CH2:21][CH3:22]>O>[CH2:21]([Si:20]([CH2:25][CH3:26])([CH2:23][CH3:24])[O:1][CH2:2][C:3](=[O:8])[CH2:4][CH2:5][CH2:6][CH3:7])[CH3:22]. Reported procedure: To a solution of the crude 1-hydroxy-hexan-2-one (prepared in Example 1) in 80 ml. of dimethylformamide at 0° C. is added with stirring, 40.8 g. of imidazole and 45.21 g. of chlorotriethylsilane. The mixture is stirred at 0° C. for 5 minutes and then at room temperature overnight, then poured into cold water and extracted with petroleum ether. The petroleum ether solution is washed with water, then saturated sodium bicarbonate solution and then dried over magnesium sulfate. The solvent is remove... Reactants: FC1=C(CN2N=C(C=3C2=NC=CC3)C3=NC=C(C(=N3)N)N)C=CC=C1 (2-[1-(2-fluorobenzyl)-1H-pyrazolo[3,4-b]pyridin-3-yl]pyrimidine-4,5-diamine), FC(CN1CCC(CC1)=O)F (1-(2,2-difluoroethyl)piperidin-4-one). The product is FC(CN1CCC(CC1)NC=1C(=NC(=NC1)C1=NN(C2=NC=CC=C21)CC2=C(C=CC=C2)F)N)F (N5-[1-(2,2-Difluoroethyl)piperidin-4-yl]-2-[1-(2-fluorobenzyl)-1H-pyrazolo[3,4-b]pyridin-3-yl]pyrimidine-4,5-diamine). As a reaction SMILES: [F:1][C:2]1[CH:25]=[CH:24][CH:23]=[CH:22][C:3]=1[CH2:4][N:5]1[C:9]2=[N:10][CH:11]=[CH:12][CH:13]=[C:8]2[C:7]([C:14]2[N:19]=[C:18]([NH2:20])[C:17]([NH2:21])=[CH:16][N:15]=2)=[N:6]1.[F:26][CH:27]([F:36])[CH2:28][N:29]1[CH2:34][CH2:33][C:32](=O)[CH2:31][CH2:30]1>>[F:26][CH:27]([F:36])[CH2:28][N:29]1[CH2:34][CH2:33][CH:32]([NH:21][C:17]2[C:18]([NH2:20])=[N:19][C:14]([C:7]3[C:8]4[C:9](=[N:10][CH:11]=[CH:12][CH:13]=4)[N:5]([CH2:4][C:3]4[CH:22]=[CH:23][CH:24]=[CH:25][C:2]=4[F:1])[N:6]=3)=[N:15][CH:16]=2)[CH2:31][CH2:30]1. Procedure details: 200 mg (0.596 mmol) of 2-[1-(2-fluorobenzyl)-1H-pyrazolo[3,4-b]pyridin-3-yl]pyrimidine-4,5-diamine (synthesis described in US2004/67937; Example V) were reacted in analogy to the method in example 88A with 1-(2,2-difluoroethyl)piperidin-4-one. After purification by means of preparative HPLC (acetonitrile:water (+0.05% formic acid) gradient), this gave 219 mg of the title compound (76% of theory). The reactants are C(C1=CC=C(C=C1)OC)=O (p-anisaldehyde), S(=O)(=O)(C1=CC=C(C)C=C1)C[N+]#[C-] (tosylmethylisocyanide), [C-]#N.[Na+] (NaCN). Product: COC1=CC=C(C=C1)[C@@H]1[C@H](N=CO1)S(=O)(=O)C=1C(=CC=CC1)C ((4R*,5R*)-5-(4-Methoxyphenyl)-4-toluenesulfonyl-4,5-dihydro-1,3-oxazole). RXN SMILES: [CH:1](=[O:10])[C:2]1[CH:7]=[CH:6][C:5]([O:8][CH3:9])=[CH:4][CH:3]=1.[S:11]([CH2:21][N+:22]#[C-:23])([C:14]1[CH:20]=[CH:19][C:17](C)=[CH:16][CH:15]=1)(=[O:13])=[O:12].[C-:24]#N.[Na+]>>[CH3:9][O:8][C:5]1[CH:6]=[CH:7][C:2]([C@H:1]2[O:10][CH:23]=[N:22][C@@H:21]2[S:11]([C:14]2[C:15]([CH3:24])=[CH:16][CH:17]=[CH:19][CH:20]=2)(=[O:12])=[O:13])=[CH:3][CH:4]=1 |f:2.3|. Reported procedure: In a manner analogous to Preparation 1, p-anisaldehyde (0.49 mL, 4.03 mmol), tosylmethylisocyanide (0.75 g, 3.84 mmol) and NaCN (0.02 g, 0.40 mmol) gave the desired compound as a tan solid. MS(ES+) m/z 662.9 (2M+H+). Starting materials: C1(CCCCC1)COC1=CC=C(C(=O)O)C=C1 (4-cyclohexylmethoxy-benzoic acid), CN(CCN(C=1SC2=C(N1)C=CC(=C2)N)C)C (N*2*-(2-dimethylamino-ethyl)-N*2*-methyl-benzothiazole-2,6-diamine). Yields the product C1(CCCCC1)COC1=CC=C(C(=O)NC2=CC3=C(N=C(S3)N(C)CCN(C)C)C=C2)C=C1 (4-Cyclohexylmethoxy-N-{2-[(2-dimethylamino-ethyl)-methyl-amino]-benzothiazol-6-yl}-benzamide). As a reaction SMILES: [CH:1]1([CH2:7][O:8][C:9]2[CH:17]=[CH:16][C:12]([C:13]([OH:15])=O)=[CH:11][CH:10]=2)[CH2:6][CH2:5][CH2:4][CH2:3][CH2:2]1.[CH3:18][N:19]([CH3:34])[CH2:20][CH2:21][N:22]([CH3:33])[C:23]1[S:24][C:25]2[CH:31]=[C:30]([NH2:32])[CH:29]=[CH:28][C:26]=2[N:27]=1>>[CH:1]1([CH2:7][O:8][C:9]2[CH:10]=[CH:11][C:12]([C:13]([NH:32][C:30]3[CH:29]=[CH:28][C:26]4[N:27]=[C:23]([N:22]([CH2:21][CH2:20][N:19]([CH3:18])[CH3:34])[CH3:33])[S:24][C:25]=4[CH:31]=3)=[O:15])=[CH:16][CH:17]=2)[CH2:2][CH2:3][CH2:4][CH2:5][CH2:6]1. Procedure: The title compound is prepared by following Method A, using 4-cyclohexylmethoxy-benzoic acid (Crooks, S. L.; Merrill, B. A.; Wightman, P. D. WO 9603983 A1.) (0.20 g, 0.86 mmol), and N*2*-(2-dimethylamino-ethyl)-N*2*-methyl-benzothiazole-2,6-diamine (0.17 g, 0.68 mmol) to afford 0.12 g (38%). LC/MS: Retention time=5.67 min; (m/z): calcd for C26H34N4O2S (M+H)+: 467.7; found: 467.0.